This data is from the Open Reaction Database (ORD), a public repository of structured organic reaction records. The task is: describe an organic reaction: reactants, conditions, products, and yield The reactants are COCCOC, [H-], [Na+], O=[N+]([O-])c1ncccc1OCC1CO1, OCc1ccccc1. The product is c1ccc(COc2ncccc2OCC2CO2)cc1. Reaction SMILES: [CH3:25][O:26][CH2:27][CH2:28][O:29][CH3:30].[H-:1].[Na+:2].[O:3]1[CH:4]([CH2:5][O:6][c:7]2[c:8]([N+:13]([O-:14])=[O:15])[n:9][cH:10][cH:11][cH:12]2)[CH2:16]1.[OH:17][CH2:18][c:19]1[cH:20][cH:21][cH:22][cH:23][cH:24]1>>[O:3]1[CH:4]([CH2:5][O:6][c:7]2[c:8]([O:17][CH2:18][c:19]3[cH:20][cH:21][cH:22][cH:23][cH:24]3)[n:9][cH:10][cH:11][cH:12]2)[CH2:16]1. Starting materials: C(C(=C)CC(=O)O)(=O)O (Itaconic acid), C(=O)(O)C1CC(N(C1)C)=O (4-carboxy-1-methylpyrrolidone), CN (methylamine), C(C(=C)CC(=O)O)(=O)O (itaconic acid). Solvent: O (water), O (water). The product is C(C(=C)CC(=O)O)(=O)O.CN (Itaconic Acid Methylamine). RXN SMILES: [C:1]([OH:9])(=[O:8])[C:2]([CH2:4][C:5]([OH:7])=[O:6])=[CH2:3].CN.C(C1C[N:18](C)[C:17](=O)C1)(O)=O>O>[C:1]([OH:9])(=[O:8])[C:2]([CH2:4][C:5]([OH:7])=[O:6])=[CH2:3].[CH3:17][NH2:18] |f:4.5|. Procedure: Itaconic acid (18.5 g; 0.142 mol) and methylamine (41% in water, 10.7 g based on the aqueous solution, 0.142 mol, 1.0 equivalent) were mixed as in example 8. In addition, the addition of 20 ml of water was required in order to prevent formation of precipitate at 50° C. NMR analysis showed that the itaconic acid:4-carboxy-1-methylpyrrolidone ratio was 100:0.